From a dataset of the Open Reaction Database (ORD), a public repository of structured organic reaction records. describe an organic reaction: reactants, conditions, products, and yield Reactants: N#Cc1ccc(Br)cc1Cl, O=C([O-])[O-], [Cs+], [Cs+], O=C(C=Cc1ccccc1)C=Cc1ccccc1, O=C(C=Cc1ccccc1)C=Cc1ccccc1, O=C(C=Cc1ccccc1)C=Cc1ccccc1, CC1NC(=O)CC1(C)O, [Pd], [Pd], CC1(C)c2cccc(P(c3ccccc3)c3ccccc3)c2Oc2c(P(c3ccccc3)c3ccccc3)cccc21. Product: CC1N(c2ccc(C#N)c(Cl)c2)C(=O)CC1(C)O. Reaction SMILES: [Br:1][c:2]1[cH:3][c:4]([Cl:10])[c:5]([C:6]#[N:7])[cH:8][cH:9]1.[C:62](=[O:63])([O-:64])[O-:65].[Cs+:66].[Cs+:67].[O:106]=[C:107]([CH:108]=[CH:109][c:110]1[cH:111][cH:112][cH:113][cH:114][cH:115]1)[CH:116]=[CH:117][c:118]1[cH:119][cH:120][cH:121][cH:122][cH:123]1.[O:70]=[C:71]([CH:72]=[CH:73][c:74]1[cH:75][cH:76][cH:77][cH:78][cH:79]1)[CH:80]=[CH:81][c:82]1[cH:83][cH:84][cH:85][cH:86][cH:87]1.[O:88]=[C:89]([CH:90]=[CH:91][c:92]1[cH:93][cH:94][cH:95][cH:96][cH:97]1)[CH:98]=[CH:99][c:100]1[cH:101][cH:102][cH:103][cH:104][cH:105]1.[OH:11][C:12]1([CH3:19])[CH2:13][C:14](=[O:18])[NH:15][CH:16]1[CH3:17].[Pd:68].[Pd:69].[c:20]1([P:21]([c:22]2[cH:23][cH:24][cH:25][cH:26][cH:27]2)[c:28]2[c:29]3[c:53]([cH:54][cH:55][cH:56]2)[C:50]([CH3:51])([CH3:52])[c:32]2[c:31]([c:36]([P:37]([c:38]4[cH:39][cH:40][cH:41][cH:42][cH:43]4)[c:44]4[cH:45][cH:46][cH:47][cH:48][cH:49]4)[cH:35][cH:34][cH:33]2)[O:30]3)[cH:57][cH:58][cH:59][cH:60][cH:61]1>>[c:2]1([N:15]2[C:14](=[O:18])[CH2:13][C:12]([OH:11])([CH3:19])[CH:16]2[CH3:17])[cH:3][c:4]([Cl:10])[c:5]([C:6]#[N:7])[cH:8][cH:9]1. Reported procedure: If 2,4-dimethyl-phenyl isothiocyanate in the above example is replaced by the same amount of 2,3-dimethyl-phenyl isothiocyanate and the procedure followed is an indicated, a solution of 2-(2,3-dimethyl-phenylimino)-3-methyl-thiazoline is obtained in a similar concentration and yield. RXN SMILES: C[C:2]1C=C(C)C=C[C:3]=1[N:9]=[C:10]=S.[CH3:12][C:13]1[C:18]([CH3:19])=[CH:17][CH:16]=[CH:15][C:14]=1[N:20]=[C:21]=[S:22]>>[CH3:12][C:13]1[C:18]([CH3:19])=[CH:17][CH:16]=[CH:15][C:14]=1[N:20]=[C:21]1[N:9]([CH3:10])[CH:3]=[CH:2][S:22]1. Product: CC1=C(C=CC=C1C)N=C1SC=CN1C (2-(2,3-dimethyl-phenylimino)-3-methyl-thiazoline). The reactants are CC1=C(C=CC(=C1)C)N=C=S (2,4-dimethyl-phenyl isothiocyanate), CC1=C(C=CC=C1C)N=C=S (2,3-dimethyl-phenyl isothiocyanate). Starting materials: C(C)(C)(C)OC(NC=1COCC(N1)(C)C1=C(C=CC(=C1)Br)F)=O ([5-(5-bromo-2-fluoro-phenyl)-5-methyl-5,6-dihydro-2H-[1,4]oxazin-3-yl]-carbamic acid tert-butyl ester), O (water), cyclohexane dimethyldiamine, O=C1C(O)=C([O-])[C@H](O1)[C@@H](O)CO.[Na+] (sodium ascorbate), [N-]=[N+]=[N-].[Na+] (sodium azide). The reagents and catalysts are [Cu]I (CuI). Run in CCO (EtOH). Run at temperature 70 celsius, time 10 minute. The product is C(C)(C)(C)OC(NC=1COCC(N1)(C)C1=C(C=CC(=C1)N=[N+]=[N-])F)=O ([5-(5-Azido-2-fluoro-phenyl)-5-methyl-5,6-dihydro-2H-[1,4]oxazin-3-yl]-carbamic acid tert-butyl ester). Reaction SMILES: [C:1]([O:5][C:6](=[O:23])[NH:7][C:8]1[CH2:9][O:10][CH2:11][C:12]([C:15]2[CH:20]=[C:19](Br)[CH:18]=[CH:17][C:16]=2[F:22])([CH3:14])[N:13]=1)([CH3:4])([CH3:3])[CH3:2].O.O=C1O[C@H]([C@H](CO)O)C([O-])=C1O.[Na+].[N-:38]=[N+:39]=[N-:40].[Na+]>CCO.[Cu]I>[C:1]([O:5][C:6](=[O:23])[NH:7][C:8]1[CH2:9][O:10][CH2:11][C:12]([C:15]2[CH:20]=[C:19]([N:38]=[N+:39]=[N-:40])[CH:18]=[CH:17][C:16]=2[F:22])([CH3:14])[N:13]=1)([CH3:4])([CH3:3])[CH3:2] |f:2.3,4.5|. Procedure: A mixture of [5-(5-bromo-2-fluoro-phenyl)-5-methyl-5,6-dihydro-2H-[1,4]oxazin-3-yl]-carbamic acid tert-butyl ester (5.0 g, 12.91 mmol) in EtOH (50 ml) was homogenized in an ultrasound bath for 10 min. To this suspension was added water (22 ml), cyclohexane dimethyldiamine (0.611 ml, 0.551 g, 3.87 mmol), sodium ascorbate (0.512 g, 2.58 mmol), sodium azide (3.36 g, 51.6 mmol) and CuI (0.492 g, 2.58 mmol). The reaction mixture was degassed with Ar and heated for 1 h at 70° C., then cooled to rt, fi... The reactants are [OH-].[Na+] (sodium hydroxide), C(CCCCC)=O (hexanal), [Br-].C1(=CC=CC=C1)[P+](CCCCCCCCCCCOC(C)=O)(C1=CC=CC=C1)C1=CC=CC=C1 (triphenyl-(11-acetoxy-undecyl)-phosphonium bromide), solution. Solvent: CS(=O)C (dimethyl sulfoxide), CS(=O)C (dimethyl sulfoxide). Conditions: temperature 70 celsius, time 0.5 hour. The product is C(C)(=O)OCCCCCCCCCC\C=C/CCCCC ((Z)-11-heptadecenyl acetate). Yield: 22.0%. RXN SMILES: [OH-].[Na+].[Br-].C1([P+](C2C=CC=CC=2)(C2C=CC=CC=2)[CH2:11][CH2:12][CH2:13][CH2:14][CH2:15][CH2:16][CH2:17][CH2:18][CH2:19][CH2:20][CH2:21][O:22][C:23](=[O:25])[CH3:24])C=CC=CC=1.[CH:38](=O)[CH2:39][CH2:40][CH2:41][CH2:42][CH3:43]>CS(C)=O>[C:23]([O:22][CH2:21][CH2:20][CH2:19][CH2:18][CH2:17][CH2:16][CH2:15][CH2:14][CH2:13][CH2:12]/[CH:11]=[CH:38]\[CH2:39][CH2:40][CH2:41][CH2:42][CH3:43])(=[O:25])[CH3:24] |f:0.1,2.3|. Procedure: 30 ml. of dry dimethyl sulfoxide are poured into a 200 ml. of four-necked flask equipped with a stirrer, a dropping funnel, a gas inlet tube, a thermometer and a condenser. 2.5 g. (0.13 moles) of sodium hydroxide (80% oily suspension) are introduced into the flask, and the mixture is stirred at 70° C. under argon temperature until the gas evolution ceases (0.5 hours). The reaction mixture is cooled to room temperature, a solution of 20 g. (0.036 moles) of triphenyl-(11-acetoxy-undecyl)-phosphoni... The reactants are CCC(=Cc1ccc(OCCCC(=O)Cl)c(Cl)c1Cl)[N+](=O)[O-], NCC(=O)O, C1CCOC1. The product is CCC(=Cc1ccc(OCCCC(=O)NCC(=O)O)c(Cl)c1Cl)[N+](=O)[O-]. RXN SMILES: [Cl:6][c:7]1[c:8]([O:9][CH2:10][CH2:11][CH2:12][C:13](=[O:14])[Cl:15])[cH:16][cH:17][c:18]([CH:21]=[C:22]([CH2:23][CH3:24])[N+:25](=[O:26])[O-:27])[c:19]1[Cl:20].[NH2:1][CH2:2][C:3]([OH:4])=[O:5].[O:28]1[CH2:29][CH2:30][CH2:31][CH2:32]1>>[NH:1]([CH2:2][C:3]([OH:4])=[O:5])[C:13]([CH2:12][CH2:11][CH2:10][O:9][c:8]1[c:7]([Cl:6])[c:19]([Cl:20])[c:18]([CH:21]=[C:22]([CH2:23][CH3:24])[N+:25](=[O:26])[O-:27])[cH:17][cH:16]1)=[O:14]. Reactants: CO, CC12CCC3c4ccc(OC5CCCCO5)cc4CCC3C1CCC2=C(F)F, O, O=C(O)C(=O)O. Yields the product CC12CCC3c4ccc(O)cc4CCC3C1CCC2=C(F)F. As a reaction SMILES: [CH3:35][OH:36].[F:1][C:2](=[C:3]1[C:4]2([CH3:5])[CH:6]([CH2:7][CH2:8]1)[CH:9]1[CH2:10][CH2:11][c:12]3[cH:13][c:14]([O:21][CH:22]4[CH2:23][CH2:24][CH2:25][CH2:26][O:27]4)[cH:15][cH:16][c:17]3[CH:18]1[CH2:19][CH2:20]2)[F:28].[OH2:37].[OH:29][C:30]([C:31](=[O:32])[OH:33])=[O:34]>>[F:1][C:2](=[C:3]1[C:4]2([CH3:5])[CH:6]([CH2:7][CH2:8]1)[CH:9]1[CH2:10][CH2:11][c:12]3[cH:13][c:14]([OH:21])[cH:15][cH:16][c:17]3[CH:18]1[CH2:19][CH2:20]2)[F:28]. Reactants: CC(COc1cccc2ncnc(Nc3ccc(O)c(Cl)c3)c12)NC(=O)CO, Cl, ClCc1ccccn1. Product: CC(COc1cccc2ncnc(Nc3ccc(OCc4ccccn4)c(Cl)c3)c12)NC(=O)CO. Reaction SMILES: [Cl:10][c:11]1[cH:12][c:13]([NH:18][c:19]2[n:20][cH:21][n:22][c:23]3[cH:24][cH:25][cH:26][c:27]([O:29][CH2:30][CH:31]([CH3:32])[NH:33][C:34]([CH2:35][OH:36])=[O:37])[c:28]23)[cH:14][cH:15][c:16]1[OH:17].[ClH:1].[c:2]1([CH2:8][Cl:9])[cH:3][cH:4][cH:5][cH:6][n:7]1>>[c:2]1([CH2:8][O:17][c:16]2[c:11]([Cl:10])[cH:12][c:13]([NH:18][c:19]3[n:20][cH:21][n:22][c:23]4[cH:24][cH:25][cH:26][c:27]([O:29][CH2:30][CH:31]([CH3:32])[NH:33][C:34]([CH2:35][OH:36])=[O:37])[c:28]34)[cH:14][cH:15]2)[cH:3][cH:4][cH:5][cH:6][n:7]1. Starting materials: [Li]CCCC, COC(=O)OC, CCCCCC, CC(=O)O, CC(C)NC(C)C, CC1CN(C(=O)Nc2ccc(Cl)cc2)N=C1c1ccc(Cl)cc1, C1CCOC1. Yields the product COC(=O)C1(C)CN(C(=O)Nc2ccc(Cl)cc2)N=C1c1ccc(Cl)cc1. Reaction SMILES: [CH2:8]([Li:9])[CH2:10][CH2:11][CH3:12].[CH3:36][O:37][C:38]([O:39][CH3:41])=[O:40].[CH3:47][CH2:48][CH2:49][CH2:50][CH2:51][CH3:52].[CH3:53][C:54](=[O:55])[OH:56].[CH:1]([NH:2][CH:3]([CH3:4])[CH3:5])([CH3:6])[CH3:7].[Cl:13][c:14]1[cH:15][cH:16][c:17]([NH:20][C:21](=[O:22])[N:23]2[N:24]=[C:25]([c:29]3[cH:30][cH:31][c:32]([Cl:35])[cH:33][cH:34]3)[CH:26]([CH3:28])[CH2:27]2)[cH:18][cH:19]1.[O:42]1[CH2:43][CH2:44][CH2:45][CH2:46]1>>[Cl:13][c:14]1[cH:15][cH:16][c:17]([NH:20][C:21](=[O:22])[N:23]2[N:24]=[C:25]([c:29]3[cH:30][cH:31][c:32]([Cl:35])[cH:33][cH:34]3)[C:26]([CH3:28])([C:38]([O:37][CH3:36])=[O:39])[CH2:27]2)[cH:18][cH:19]1.